From a dataset of the Open Reaction Database (ORD), a public repository of structured organic reaction records. describe an organic reaction: reactants, conditions, products, and yield Starting materials: S1C=CC=C1 (thiophene), [Li]CCCC (n-BuLi), ice water, BrCCCCCC (1-bromohexane). Solvent: C1CCOC1 (THF). Run at time 1 hour. Product: C(CCCCC)C=1SC=CC1 (2-hexylthiophene). Yield: 75.0%. RXN SMILES: [S:1]1[CH:5]=[CH:4][CH:3]=[CH:2]1.[Li]CCCC.Br[CH2:12][CH2:13][CH2:14][CH2:15][CH2:16][CH3:17]>C1COCC1>[CH2:12]([C:2]1[S:1][CH:5]=[CH:4][CH:3]=1)[CH2:13][CH2:14][CH2:15][CH2:16][CH3:17]. Reported procedure: To a solution of thiophene (15 g, 0.178 mole) in 200 mL of dry THF at −78° C., n-BuLi (103 mL, 0.165 mol, 1.6M hexane) was added. The reaction mixture was warmed to RT and stirred for 1 h. After the mixture was cooled to −78° C., 23.15 mL (0.165 mole) of 1-bromohexane was added. The solution was warmed from −78° C. to RT and was stirred overnight. At the end of the reaction, the mixture was poured into ice water, the aqueous layer was extracted with ether, and the organic layer was dried over an... The reactants are CC1CC(C(=O)O)N(C(=O)OC(C)(C)C)C1, O=C([O-])[O-], COC(=O)NC(C(=O)N1C(C)CCC1C(=O)OCC(=O)c1ccc2c(c1)COc1cc3c(cc1-2)CCC(Br)C3=O)C(C)C, ClCCl, [Cs+], [Cs+]. Yields the product COC(=O)NC(C(=O)N1C(C)CCC1C(=O)OCC(=O)c1ccc2c(c1)COc1cc3c(cc1-2)CCC(OC(=O)C1CC(C)CN1C(=O)OC(C)(C)C)C3=O)C(C)C. As a reaction SMILES: [C:44]([CH3:45])([CH3:46])([CH3:47])[O:48][C:49](=[O:50])[N:51]1[CH:52]([C:57](=[O:58])[OH:59])[CH2:53][CH:54]([CH3:56])[CH2:55]1.[C:60](=[O:61])([O-:62])[O-:63].[CH3:1][O:2][C:3](=[O:4])[NH:5][CH:6]([C:7](=[O:8])[N:9]1[CH:10]([C:15](=[O:16])[O:17][CH2:18][C:19](=[O:20])[c:21]2[cH:22][cH:23][c:24]3[c:25]([cH:40]2)[CH2:26][O:27][c:28]2[cH:29][c:30]4[c:31]([cH:32][c:33]2-3)[CH2:34][CH2:35][CH:36]([Br:39])[C:37]4=[O:38])[CH2:11][CH2:12][CH:13]1[CH3:14])[CH:41]([CH3:42])[CH3:43].[Cl:66][CH2:67][Cl:68].[Cs+:64].[Cs+:65]>>[CH3:1][O:2][C:3](=[O:4])[NH:5][CH:6]([C:7](=[O:8])[N:9]1[CH:10]([C:15](=[O:16])[O:17][CH2:18][C:19](=[O:20])[c:21]2[cH:22][cH:23][c:24]3[c:25]([cH:40]2)[CH2:26][O:27][c:28]2[cH:29][c:30]4[c:31]([cH:32][c:33]2-3)[CH2:34][CH2:35][CH:36]([O:59][C:57]([CH:52]2[N:51]([C:49]([O:48][C:44]([CH3:45])([CH3:46])[CH3:47])=[O:50])[CH2:55][CH:54]([CH3:56])[CH2:53]2)=[O:58])[C:37]4=[O:38])[CH2:11][CH2:12][CH:13]1[CH3:14])[CH:41]([CH3:42])[CH3:43]. Starting materials: O=C1CCC(=O)N1Br, Fc1ccc(Br)c(F)c1, O=S(=O)(O)O. Yields the product Fc1cc(F)c(Br)cc1Br. Reaction SMILES: [Br:10][N:11]1[C:12](=[O:13])[CH2:14][CH2:15][C:16]1=[O:17].[Br:1][c:2]1[c:3]([F:9])[cH:4][c:5]([F:8])[cH:6][cH:7]1.[S:18](=[O:19])(=[O:20])([OH:21])[OH:22]>>[Br:1][c:2]1[c:3]([F:9])[cH:4][c:5]([F:8])[c:6]([Br:10])[cH:7]1. Starting materials: C(Cl)Cl (CH2Cl2), CC(CC(C)(C)C)OC=1C=CC=C2C=CC=NC12 (8-(1,3,3-trimethylbutoxy)quinoline), C1=CC(=CC(=C1)Cl)C(=O)OO (m-CPBA). Run in CCOC(=O)C (EtOAc). Conditions: time 30 minute. Yields the product ClC1=NC2=C(C=CC=C2C=C1)OC(CC(C)(C)C)C (2-chloro-8-(1,3,3-trimethylbutoxy)quinoline). RXN SMILES: [CH2:1]([Cl:3])Cl.[CH3:4][CH:5]([O:11][C:12]1[CH:13]=[CH:14][CH:15]=[C:16]2[C:21]=1[N:20]=C[CH:18]=[CH:17]2)[CH2:6][C:7]([CH3:10])([CH3:9])[CH3:8].C1C=C(Cl)C=C(C(OO)=O)C=1>CCOC(C)=O>[Cl:3][C:1]1[CH:18]=[CH:17][C:16]2[C:21](=[C:12]([O:11][CH:5]([CH3:4])[CH2:6][C:7]([CH3:10])([CH3:9])[CH3:8])[CH:13]=[CH:14][CH:15]=2)[N:20]=1. Reported procedure: To a 100 mL round bottom flask charged with 2 mL of CH2Cl2, 0.500 g (2.07 mmol) of 8-(1,3,3-trimethylbutoxy)quinoline was slowly added with gentle heating in order to dissolve the material. To this was added 1.8 equiv m-CPBA (50–70% by weight) in three portions. After stirring for 30 min, the dense solution became a brown solid. The solid was dissolved in 25 mL EtOAc and the resulting solution was washed with 10% aqueous NaHSO3, saturated aqueous NaHCO3, and the organic layer evaporated in vacuo... The reactants are CCCc1ccc(S)cc1, CN1CCN(c2cc(Cl)nc(-c3ccccc3)n2)CC1. The product is CCCc1ccc(Sc2cc(N3CCN(C)CC3)nc(-c3ccccc3)n2)cc1. RXN SMILES: [CH2:21]([CH2:22][CH3:23])[c:24]1[cH:25][cH:26][c:27]([SH:30])[cH:28][cH:29]1.[Cl:1][c:2]1[n:3][c:4](-[c:15]2[cH:16][cH:17][cH:18][cH:19][cH:20]2)[n:5][c:6]([N:8]2[CH2:9][CH2:10][N:11]([CH3:14])[CH2:12][CH2:13]2)[cH:7]1>>[c:2]1([S:30][c:27]2[cH:26][cH:25][c:24]([CH2:21][CH2:22][CH3:23])[cH:29][cH:28]2)[n:3][c:4](-[c:15]2[cH:16][cH:17][cH:18][cH:19][cH:20]2)[n:5][c:6]([N:8]2[CH2:9][CH2:10][N:11]([CH3:14])[CH2:12][CH2:13]2)[cH:7]1. Reaction SMILES: [CH3:22][OH:23].[NH3:21].[c:1]1([CH2:7][N:8]2[CH2:9][CH:10]([c:13]3[cH:14][c:15]([C:16]#[N:17])[cH:18][cH:19][cH:20]3)[CH2:11][CH2:12]2)[cH:2][cH:3][cH:4][cH:5][cH:6]1>>[c:1]1([CH2:7][N:8]2[CH2:9][CH:10]([c:13]3[cH:14][c:15]([CH2:16][NH2:17])[cH:18][cH:19][cH:20]3)[CH2:11][CH2:12]2)[cH:2][cH:3][cH:4][cH:5][cH:6]1. The reactants are CO, N, N#Cc1cccc(C2CCN(Cc3ccccc3)C2)c1. Yields the product NCc1cccc(C2CCN(Cc3ccccc3)C2)c1. Reported procedure: Raney Ni (1.2 g damp) was added with the aid of 95-97% HCO2H (7 mL) to a solution of 2,4-diamino-5-propylpyrido[2,3-d]pyrimidine-6-carbonitrile (I-4a) (500 mg, 2.19 mmol) in 95-97% HCO2H (5 mL). The stirred mixture was heated at 75°-80° C. for 1.5 h. Raney Ni was removed by filtration, and the filtrate was evaporated. The residue was dissolved in hot H2O (20 mL), and the solution was filtered, then cooled, and treated with concentrated NH4OH to pH 7 to cause solid to precipitate. The mixture was... Reagents/catalysts: [Ni] (Ni). RXN SMILES: [NH2:1][C:2]1[N:3]=[C:4]([NH2:17])[C:5]2[C:11]([CH2:12][CH2:13][CH3:14])=[C:10]([C:15]#N)[CH:9]=[N:8][C:6]=2[N:7]=1.C(O)=[O:19]>[Ni]>[NH2:1][C:2]1[N:3]=[C:4]([NH2:17])[C:5]2[C:11]([CH2:12][CH2:13][CH3:14])=[C:10]([CH:15]=[O:19])[CH:9]=[N:8][C:6]=2[N:7]=1. The reactants are NC=1N=C(C2=C(N1)N=CC(=C2CCC)C#N)N (2,4-diamino-5-propylpyrido[2,3-d]pyrimidine-6-carbonitrile), C(=O)O (HCO2H), C(=O)O (HCO2H). The product is NC=1N=C(C2=C(N1)N=CC(=C2CCC)C=O)N (2,4-Diamino-5-propylpyrido[2,3-d]pyrimidine-6-carboxaldehyde). Run at time 8 hour. Isolated yield 8.0%. The reactants are N1C=CC2=CC(=CC=C12)C=O (Indole-5-carboxaldehyde). Solvent: CN(C)C=O (DMF). Product: N1C=CC2=CC=CC=C12 (Indole). Reaction SMILES: [NH:1]1[C:9]2[C:4](=[CH:5][C:6](C=O)=[CH:7][CH:8]=2)[CH:3]=[CH:2]1>CN(C=O)C>[NH:1]1[C:9]2[C:4](=[CH:5][CH:6]=[CH:7][CH:8]=2)[CH:3]=[CH:2]1. Procedure: Indole-5-carboxaldehyde (1.45 g) was dissolved into 8.6 mL of dry DMF in a dried and cooled 3 100 mL 3-necked round bottom flask.